From a dataset of the Open Reaction Database (ORD), a public repository of structured organic reaction records. describe an organic reaction: reactants, conditions, products, and yield The reactants are NC(=O)C1C2C=CC(C2)C1Nc1nc(Cl)ncc1Cl, CC1(C)CCC(=O)Nc2cc(N)ccc21. Yields the product CC1(C)CCC(=O)Nc2cc(Nc3ncc(Cl)c(NC4C5C=CC(C5)C4C(N)=O)n3)ccc21. RXN SMILES: [Cl:16][c:17]1[n:18][cH:19][c:20]([Cl:34])[c:21]([NH:23][CH:24]2[CH:25]([C:31](=[O:32])[NH2:33])[CH:26]3[CH:27]=[CH:28][CH:29]2[CH2:30]3)[n:22]1.[NH2:1][c:2]1[cH:3][cH:4][c:5]2[c:6]([cH:15]1)[NH:7][C:8](=[O:14])[CH2:9][CH2:10][C:11]2([CH3:12])[CH3:13]>>[NH:1]([c:2]1[cH:3][cH:4][c:5]2[c:6]([cH:15]1)[NH:7][C:8](=[O:14])[CH2:9][CH2:10][C:11]2([CH3:12])[CH3:13])[c:17]1[n:18][cH:19][c:20]([Cl:34])[c:21]([NH:23][CH:24]2[CH:25]([C:31](=[O:32])[NH2:33])[CH:26]3[CH:27]=[CH:28][CH:29]2[CH2:30]3)[n:22]1. As a reaction SMILES: [C:24](=[O:25])([O-:26])[O-:27].[Cl:1][c:2]1[cH:3][cH:4][c:5]([CH2:6][NH:7][C:8](=[O:9])[c:10]2[c:11](=[O:21])[c:12]3[c:13]([nH:14][cH:15]2)[cH:16][c:17]([CH2:19][OH:20])[s:18]3)[cH:22][cH:23]1.[Cl:30][CH2:31][C:32](=[O:33])[N:34]([CH3:35])[O:36][CH3:37].[K+:28].[K+:29].[O:38]=[CH:39][N:40]([CH3:41])[CH3:42].[OH2:43]>>[Cl:1][c:2]1[cH:3][cH:4][c:5]([CH2:6][NH:7][C:8](=[O:9])[c:10]2[c:11](=[O:21])[c:12]3[c:13]([n:14]([CH2:31][C:32](=[O:33])[N:34]([CH3:35])[O:36][CH3:37])[cH:15]2)[cH:16][c:17]([CH2:19][OH:20])[s:18]3)[cH:22][cH:23]1. Yields the product CON(C)C(=O)Cn1cc(C(=O)NCc2ccc(Cl)cc2)c(=O)c2sc(CO)cc21. The reactants are O=C([O-])[O-], O=C(NCc1ccc(Cl)cc1)c1c[nH]c2cc(CO)sc2c1=O, CON(C)C(=O)CCl, [K+], [K+], CN(C)C=O, O. Starting materials: BrCc1ccccc1, O=C([O-])[O-], C=CCc1ccc2c(c1O)CCCC2, CCCC[N+](CCCC)(CCCC)CCCC, [I-], [K+], [K+]. Yields the product C=CCc1ccc2c(c1OCc1ccccc1)CCCC2. Reaction SMILES: [Br:21][CH2:22][c:23]1[cH:24][cH:25][cH:26][cH:27][cH:28]1.[C:15](=[O:16])([O-:17])[O-:18].[CH2:1]([CH:2]=[CH2:3])[c:4]1[c:5]([OH:14])[c:6]2[c:11]([cH:12][cH:13]1)[CH2:10][CH2:9][CH2:8][CH2:7]2.[CH2:30]([N+:31]([CH2:32][CH2:33][CH2:34][CH3:35])([CH2:36][CH2:37][CH2:38][CH3:39])[CH2:40][CH2:41][CH2:42][CH3:43])[CH2:44][CH2:45][CH3:46].[I-:29].[K+:19].[K+:20]>>[CH2:1]([CH:2]=[CH2:3])[c:4]1[c:5]([O:14][CH2:22][c:23]2[cH:24][cH:25][cH:26][cH:27][cH:28]2)[c:6]2[c:11]([cH:12][cH:13]1)[CH2:10][CH2:9][CH2:8][CH2:7]2. Starting materials: crude product, C(#N)C=CC=1C=C(C(=O)OC)C=CC1 (methyl 3-(2-cyanoethenyl)benzoate), O1CCCC1 (tetrahydrofuran). The reagents and catalysts are [C].[Pd] (palladium-carbon). The solvent is C(C)O (ethanol). Reaction conditions: time 2 hour. Yields the product C(#N)CCC=1C=C(C(=O)OC)C=CC1 (methyl 3-(2-cyanoethyl)benzoate). Yield: 88.0%. As a reaction SMILES: [C:1]([CH:3]=[CH:4][C:5]1[CH:6]=[C:7]([CH:12]=[CH:13][CH:14]=1)[C:8]([O:10][CH3:11])=[O:9])#[N:2].O1CCCC1>C(O)C.[C].[Pd]>[C:1]([CH2:3][CH2:4][C:5]1[CH:6]=[C:7]([CH:12]=[CH:13][CH:14]=1)[C:8]([O:10][CH3:11])=[O:9])#[N:2] |f:3.4|. Reported procedure: To a solution of the above-mentioned crude product of methyl 3-(2-cyanoethenyl)benzoate in ethanol (45 mL)/tetrahydrofuran (15 mL) was added 10% palladium-carbon (648 mg), and the mixture was stirred at room temperature under a hydrogen atmosphere (1 atm) for 2 hr. The insoluble material was filtered off, and the filtrate was concentrated under reduced pressure. The obtained residue was purified by silica gel column chromatography (hexane/ethyl acetate=90/10→75/25), and the fractions containing ...